From a dataset of the Open Reaction Database (ORD), a public repository of structured organic reaction records. describe an organic reaction: reactants, conditions, products, and yield Starting materials: CN(C)c1ccncc1, CC(C)C1C(=O)OC(=O)N1c1ccc(Cl)cc1, OCc1ccc(F)c(Oc2ccccc2)c1, C1CCOC1. Product: CC(C)C(Nc1ccc(Cl)cc1)C(=O)O. RXN SMILES: [CH3:34][N:35]([CH3:36])[c:37]1[cH:38][cH:39][n:40][cH:41][cH:42]1.[Cl:1][c:2]1[cH:3][cH:4][c:5]([N:8]2[C:9](=[O:17])[O:10][C:11](=[O:16])[CH:12]2[CH:13]([CH3:14])[CH3:15])[cH:6][cH:7]1.[F:18][c:19]1[cH:20][cH:21][c:22]([CH2:23][OH:24])[cH:25][c:26]1[O:27][c:28]1[cH:29][cH:30][cH:31][cH:32][cH:33]1.[O:43]1[CH2:44][CH2:45][CH2:46][CH2:47]1>>[Cl:1][c:2]1[cH:3][cH:4][c:5]([NH:8][CH:12]([C:11](=[O:10])[OH:16])[CH:13]([CH3:14])[CH3:15])[cH:6][cH:7]1. Reactants: O=c1[nH]c2ccc(Br)cc2o1, [Li]CCCC, CN(C)C=O, [Li]C(C)CC, C1CCOC1. The product is O=Cc1ccc2[nH]c(=O)oc2c1. As a reaction SMILES: [Br:1][c:2]1[cH:3][c:4]2[c:5]([nH:6][c:7](=[O:9])[o:8]2)[cH:10][cH:11]1.[CH2:12]([Li:13])[CH2:14][CH2:15][CH3:16].[CH3:27][N:28]([CH3:29])[CH:30]=[O:31].[CH:17]([Li:18])([CH2:19][CH3:20])[CH3:21].[O:22]1[CH2:23][CH2:26][CH2:25][CH2:24]1>>[c:2]1([CH:23]=[O:22])[cH:3][c:4]2[c:5]([nH:6][c:7](=[O:9])[o:8]2)[cH:10][cH:11]1.